This data is from the Open Reaction Database (ORD), a public repository of structured organic reaction records. The task is: describe an organic reaction: reactants, conditions, products, and yield Run at time 5 minute. The reactants are C(C)O (Ethanol), C(C)(C)(C)OC(C[C@@]1(CN(C[C@H]1C)C(=O)OCC1=CC=CC=C1)C(=O)OCC1=CC=C(C=C1)OC)=O (1-Benzyl 3-(4-methoxyphenyl)methyl (3R*,4S*)-3-[2-(tert-butoxy)-2-oxoethyl]-4-methylpyrrolidine-1,3-dicarboxylate). Run in O (Water). Yields the product C(C)(C)(C)OC(C[C@@]1(CNC[C@H]1C)C(=O)O)=O ((3R*,4S*)-3-[2-(tert-Butoxy)-2-oxoethyl]-4-methylpyrrolidine-3-carboxylic acid). The reagents and catalysts are [Pd] (Pd/C). The yield is 95.9%. RXN SMILES: C(O)C.[C:4]([O:8][C:9](=[O:39])[CH2:10][C@@:11]1([C:27]([O:29]CC2C=CC(OC)=CC=2)=[O:28])[C@H:15]([CH3:16])[CH2:14][N:13](C(OCC2C=CC=CC=2)=O)[CH2:12]1)([CH3:7])([CH3:6])[CH3:5]>[Pd].O>[C:4]([O:8][C:9](=[O:39])[CH2:10][C@@:11]1([C:27]([OH:29])=[O:28])[C@H:15]([CH3:16])[CH2:14][NH:13][CH2:12]1)([CH3:5])([CH3:6])[CH3:7]. Reported procedure: Ethanol (50 ml) and 10% Pd/C (500 mg) were added to 1-benzyl 3-(4-methoxyphenyl)methyl (3R*,4S*)-3-[2-(tert-butoxy)-2-oxoethyl]-4-methylpyrrolidine-1,3-dicarboxylate obtained in Example 2i (2.92 g, 5.87 mmol), followed by stirring at mom temperature for 38 hours and five minutes under a hydrogen atmosphere. Water (100 ml) was added to the reaction liquid, which was stirred and filtered. The filtrate was concentrated to give the title compound (1.37 g, yield: 95.9%).